Dataset: the Open Reaction Database (ORD), a public repository of structured organic reaction records. Task: describe an organic reaction: reactants, conditions, products, and yield Starting materials: C(CCC)OCCOC1=CC=C(C=C1)C=1C=CC2=C(C=C(CCN2)C(=O)NC2=CC=C(C=C2)[C@@H](C2=[N+](C=CC=C2)[O-])O)C1 (7-[4-(2-butoxyethoxy)phenyl]-N-[4-[(S)-hydroxy(1-oxidopyridin-2-yl)methyl]phenyl]-2,3-dihydro-1H-1-benzazepine-4-carboxamide), C(=O)C1=CC(=NS1)C (5-formyl-3-methyl isothiazole), C(C)(=O)O[BH-](OC(C)=O)OC(C)=O.[Na+] (sodium triacetoxyborohydride), C(C)(=O)O (acetic acid), C(C)(=O)O[BH-](OC(C)=O)OC(C)=O.[Na+] (sodium triacetoxyborohydride). Solvent: ClCCCl (1,2-dichloroethane), O (water). Reaction conditions: time 24 hour. The product is C(CCC)OCCOC1=CC=C(C=C1)C=1C=CC2=C(C=C(CCN2CC2=CC(=NS2)C)C(=O)NC2=CC=C(C=C2)[C@@H](C2=[N+](C=CC=C2)[O-])O)C1 (7-[4-(2-butoxyethoxy)phenyl]-1-(3-methyl-isothiazol-5-ylmethyl)-N-[4-[(S)-hydroxy(1-oxidopyridin-2-yl)methyl]phenyl]-2,3-dihydro-1H-1-benzazepine-4-carboxamide). Yield: 64.6%. Reaction SMILES: [CH2:1]([O:5][CH2:6][CH2:7][O:8][C:9]1[CH:14]=[CH:13][C:12]([C:15]2[CH:16]=[CH:17][C:18]3[NH:24][CH2:23][CH2:22][C:21]([C:25]([NH:27][C:28]4[CH:33]=[CH:32][C:31]([C@H:34]([OH:42])[C:35]5[CH:40]=[CH:39][CH:38]=[CH:37][N+:36]=5[O-:41])=[CH:30][CH:29]=4)=[O:26])=[CH:20][C:19]=3[CH:43]=2)=[CH:11][CH:10]=1)[CH2:2][CH2:3][CH3:4].[CH:44]([C:46]1[S:50][N:49]=[C:48]([CH3:51])[CH:47]=1)=O.C(O[BH-](OC(=O)C)OC(=O)C)(=O)C.[Na+].C(O)(=O)C>ClCCCl.O>[CH2:1]([O:5][CH2:6][CH2:7][O:8][C:9]1[CH:10]=[CH:11][C:12]([C:15]2[CH:16]=[CH:17][C:18]3[N:24]([CH2:44][C:46]4[S:50][N:49]=[C:48]([CH3:51])[CH:47]=4)[CH2:23][CH2:22][C:21]([C:25]([NH:27][C:28]4[CH:29]=[CH:30][C:31]([C@H:34]([OH:42])[C:35]5[CH:40]=[CH:39][CH:38]=[CH:37][N+:36]=5[O-:41])=[CH:32][CH:33]=4)=[O:26])=[CH:20][C:19]=3[CH:43]=2)=[CH:13][CH:14]=1)[CH2:2][CH2:3][CH3:4] |f:2.3|. Procedure details: To a solution of 7-[4-(2-butoxyethoxy)phenyl]-N-[4-[(S)-hydroxy(1-oxidopyridin-2-yl)methyl]phenyl]-2,3-dihydro-1H-1-benzazepine-4-carboxamide (200 mg) and 5-formyl-3-methyl isothiazole (0.44 g) in 1,2-dichloroethane (10 ml) were added sodium triacetoxyborohydride (0.22 g) and acetic acid (1 droplet) at room temperature and the mixture was stirred for 24 hours. To the reaction solution was added sodium triacetoxyborohydride (0.22 g) was added to the mixture, and the mixture was further stirred fo... The reactants are CC(C)CCCC(C)CCCC(C)CCO (Hexahydrofarnesol), N1C=NC=C1 (imidazole), C1(=CC=CC=C1)P(C1=CC=CC=C1)C1=CC=CC=C1 (triphenylphosphine), II (iodine). The solvent is C1(=CC=CC=C1)C (toluene), CCCCCC (hexane). Conditions: time 1 hour. Yields the product CC(CCI)CCCC(CCCC(C)C)C (3,7,11-Trimethyl-1-dodecyl iodide). Yield: 49.3%. RXN SMILES: [CH3:1][CH:2]([CH2:4][CH2:5][CH2:6][CH:7]([CH2:9][CH2:10][CH2:11][CH:12]([CH2:14][CH2:15]O)[CH3:13])[CH3:8])[CH3:3].N1C=CN=C1.C1(P(C2C=CC=CC=2)C2C=CC=CC=2)C=CC=CC=1.[I:41]I>C1(C)C=CC=CC=1.CCCCCC>[CH3:13][CH:12]([CH2:11][CH2:10][CH2:9][CH:7]([CH3:8])[CH2:6][CH2:5][CH2:4][CH:2]([CH3:3])[CH3:1])[CH2:14][CH2:15][I:41]. Reported procedure: To a stirring solution of 44 (1.5 g, 6.6 mmol), imidazole (1.13 g, 16.6 mmol, 2.5 equ) and triphenylphosphine (4.40 g, 16.8 mmol, 2.5 equ) in toluene (250 ml) under nitrogen was added iodine (3.26 g, 12.8 mmol, 1.9 equ). The reaction mixture was stirred for one hour then filtered. The filtrate was washed with 8% sodium thiosulphate solution (250 ml) and brine (100 ml) then dried (Na2SO4) and concentrated in vacuo to give a white solid. This solid was taken up in hexane, cooled and filtered. The ... Reactants: C(C)OC([C@H](CC1=CC=C(C=C1)C#C)OC)=O ((2S)-3-(4-Ethynyl-phenyl)-2-methoxy-propionic acid ethyl ester), C(=O)O (formic acid). Solvent: C(Cl)Cl (methylene chloride). Reaction conditions: temperature 100 celsius, time 1 hour. The product is C(C)OC(C(CC1=CC=C(C=C1)C(C)=O)OC)=O (3-(4-Acetyl-phenyl)-2-methoxy-propionic acid ethyl ester). The yield is 95.0%. As a reaction SMILES: [CH2:1]([O:3][C:4](=[O:17])[C@@H:5]([O:15][CH3:16])[CH2:6][C:7]1[CH:12]=[CH:11][C:10]([C:13]#[CH:14])=[CH:9][CH:8]=1)[CH3:2].C(O)=[O:19]>C(Cl)Cl>[CH2:1]([O:3][C:4](=[O:17])[CH:5]([O:15][CH3:16])[CH2:6][C:7]1[CH:8]=[CH:9][C:10]([C:13](=[O:19])[CH3:14])=[CH:11][CH:12]=1)[CH3:2]. Procedure: To (2S)-3-(4-Ethynyl-phenyl)-2-methoxy-propionic acid ethyl ester (36 Mg, 0.15 mmol) (Example 29, Step A) were added 4 ml of formic acid. The solution was stirred for 1 hour at 100° C. and then cooled to room temperature. The mixture was taken up with methylene chloride and the solution was washed with water, sodium carbonate, and water, dried (MgSO4) and the solvent was evaporated under vacuum. Obtained a brown liquid (0.035 g, 95%). 1H-NMR (200.15 MHz, CDCl3): δ 7.43 (d, 1H, J=73), 7.12 (d, 1H... Reactants: C(CC)[Mg]Br (n-propylmagnesium bromide), C1CCOC1 (THF), C1CCOC1 (THF), C(C)(C)=C(C(=O)OCC)C(=O)OCC (diethyl isopropylidenemalonate), C1CCOC1 (THF), hydrated copper acetate, Cl (hydrogen chloride). Reaction conditions: temperature -50 celsius, time 2 hour. Yields the product C(C)OC(=O)C(C(=O)OCC)C(CCC)(C)C (ethyl 2-ethoxycarbonyl-3,3-dimethylhexanoate). Yield: 92.7%. Reaction SMILES: [CH2:1]([Mg]Br)[CH2:2]C.[C:6](=[C:9]([C:15]([O:17][CH2:18][CH3:19])=[O:16])[C:10]([O:12][CH2:13][CH3:14])=[O:11])([CH3:8])[CH3:7].Cl.[CH2:21]1COCC1>>[CH2:13]([O:12][C:10]([CH:9]([C:6]([CH3:21])([CH3:7])[CH2:8][CH2:1][CH3:2])[C:15]([O:17][CH2:18][CH3:19])=[O:16])=[O:11])[CH3:14]. Reported procedure: To a solution of n-propylmagnesium bromide in THF (1.62N, 149 ml, 242 mmol), anhydrous THF (200 ml) was added and the mixture was cooled to -50° C. After adding hydrated copper acetate (2.42 g, 12.1 mmol), a solution of diethyl isopropylidenemalonate (22 g, 110 mmol) in anhydrous THF (100 ml) was slowly added to the solution at -50° C., and the mixture was stirred at -50° C. for 2 hours. Aqueous hydrogen chloride (1N, 260 ml) was added at room temperature and the mixture was extracted with ethyl... Reactants: C(CCC)OC=1C=C2CCN(C(C2=CC1)=O)C1=CC(=C(C=C1)N1C[C@@H](CC1)NC)F (6-Butoxy-2-[3-fluoro-4-((R)-3-methylaminopyrrolidin-1-yl)phenyl]-3,4-dihydro-2H-isoquinolin-1-one), CC(=O)C (acetone). Yields the product C(CCC)OC=1C=C2CCN(C(C2=CC1)=O)C1=CC(=C(C=C1)N1C[C@@H](CC1)N(C)C(C)C)F (6-Butoxy-2-{3-fluoro-4-[(R)-3-(isopropylmethylamino)pyrrolidin-1-yl]phenyl}-3,4-dihydro-2H-isoquinolin-1-one). Reaction SMILES: [CH2:1]([O:5][C:6]1[CH:7]=[C:8]2[C:13](=[CH:14][CH:15]=1)[C:12](=[O:16])[N:11]([C:17]1[CH:22]=[CH:21][C:20]([N:23]3[CH2:27][CH2:26][C@@H:25]([NH:28][CH3:29])[CH2:24]3)=[C:19]([F:30])[CH:18]=1)[CH2:10][CH2:9]2)[CH2:2][CH2:3][CH3:4].[CH3:31][C:32]([CH3:34])=O>>[CH2:1]([O:5][C:6]1[CH:7]=[C:8]2[C:13](=[CH:14][CH:15]=1)[C:12](=[O:16])[N:11]([C:17]1[CH:22]=[CH:21][C:20]([N:23]3[CH2:27][CH2:26][C@@H:25]([N:28]([CH:32]([CH3:34])[CH3:31])[CH3:29])[CH2:24]3)=[C:19]([F:30])[CH:18]=1)[CH2:10][CH2:9]2)[CH2:2][CH2:3][CH3:4]. Reported procedure: 6-Butoxy-2-[3-fluoro-4-((R)-3-methylaminopyrrolidin-1-yl)phenyl]-3,4-dihydro-2H-isoquinolin-1-one (hydrochloride) was reductively alkylated with acetone by method J. The product with the molecular weight of 453.61 (C27H36FN3O2) was obtained in this way; MS (ESI): 454 (M+H+). Starting materials: C1CCOC1, Cl, C1COCCO1, COC(=O)C1CCOc2cc(Oc3ccc(C(=O)Nc4cccc(-c5ccccc5)c4)cc3)c(C#N)cc21. Yields the product N#Cc1cc2c(cc1Oc1ccc(C(=O)Nc3cccc(-c4ccccc4)c3)cc1)OCCC2C(=O)O. As a reaction SMILES: [CH2:46]1[O:47][CH2:48][CH2:49][CH2:50]1.[ClH:39].[O:40]1[CH2:41][CH2:42][O:43][CH2:44][CH2:45]1.[c:1]1(-[c:33]2[cH:34][cH:35][cH:36][cH:37][cH:38]2)[cH:2][c:3]([NH:7][C:8](=[O:9])[c:10]2[cH:11][cH:12][c:13]([O:14][c:15]3[c:16]([C:29]#[N:30])[cH:17][c:18]4[c:23]([cH:24]3)[O:22][CH2:21][CH2:20][CH:19]4[C:25](=[O:26])[O:27][CH3:28])[cH:31][cH:32]2)[cH:4][cH:5][cH:6]1>>[c:1]1(-[c:33]2[cH:34][cH:35][cH:36][cH:37][cH:38]2)[cH:2][c:3]([NH:7][C:8](=[O:9])[c:10]2[cH:11][cH:12][c:13]([O:14][c:15]3[c:16]([C:29]#[N:30])[cH:17][c:18]4[c:23]([cH:24]3)[O:22][CH2:21][CH2:20][CH:19]4[C:25](=[O:26])[OH:27])[cH:31][cH:32]2)[cH:4][cH:5][cH:6]1. Reactants: C1=CC=C(C=C1)CC2=CC=C(C=C2)Br (4-bromo diphenylmethane), C(C1=CC=CC=C1)=O (benzaldehyde), BrC1=CC=C(C(C2=CC=CC=C2)O)C=C1 (4-bromobenzhydrol), crude product. The solvent is C(Cl)(Cl)Cl (chloroform). Yields the product C1(=CC=CC=C1)C(C1=CC=C(C=C1)CC1=CC=CC=C1)O (α,α′-Diphenyl-α-hydroxyl-p-xylene). Isolated yield 86.0%. RXN SMILES: [CH:1]1[CH:6]=[CH:5][C:4]([CH2:7][C:8]2[CH:13]=[CH:12][C:11](Br)=[CH:10][CH:9]=2)=[CH:3][CH:2]=1.[CH:15](=[O:22])[C:16]1[CH:21]=[CH:20][CH:19]=[CH:18][CH:17]=1.BrC1C=CC(C(O)C2C=CC=CC=2)=CC=1>C(Cl)(Cl)Cl>[C:16]1([CH:15]([OH:22])[C:11]2[CH:12]=[CH:13][C:8]([CH2:7][C:4]3[CH:5]=[CH:6][CH:1]=[CH:2][CH:3]=3)=[CH:9][CH:10]=2)[CH:21]=[CH:20][CH:19]=[CH:18][CH:17]=1. Reported procedure: α,α′-Diphenyl-α-hydroxyl-p-xylene was prepared as shown in Scheme 4 by using 29.0 g (117 mmol) of 4-bromo diphenylmethane and 11.2 g (106 mmol) of benzaldehyde/19.7 g (106 mmol) by the similar procedure to the method for preparing 4-bromobenzhydrol. The crude product was dissolved in chloroform and filtered through G60 column filled with silica gel. After evaporating the solvent, the result product was recrystallized with hexane/chloroform (9:1 v/v) to provide a yield of 86%. MP: 64° C. Starting materials: [BH4-], CO, O=Cc1ccc(C=CC(=O)O)cc1, Cc1nccn1CCCN, [Na+]. The product is Cc1nccn1CCCNCc1ccc(C=CC(=O)O)cc1. As a reaction SMILES: [BH4-:24].[CH3:26][OH:27].[CH:1](=[O:2])[c:3]1[cH:4][cH:5][c:6]([CH:7]=[CH:8][C:9](=[O:10])[OH:11])[cH:12][cH:13]1.[NH2:14][CH2:15][CH2:16][CH2:17][n:18]1[c:19]([CH3:23])[n:20][cH:21][cH:22]1.[Na+:25]>>[CH2:1]([c:3]1[cH:4][cH:5][c:6]([CH:7]=[CH:8][C:9](=[O:10])[OH:11])[cH:12][cH:13]1)[NH:14][CH2:15][CH2:16][CH2:17][n:18]1[c:19]([CH3:23])[n:20][cH:21][cH:22]1. Reactants: Brc1ccc2[nH]ccc2c1, CN1CCC(=O)CC1, [K+], [OH-]. Yields the product CN1CCC(O)(c2c[nH]c3ccc(Br)cc23)CC1. Reaction SMILES: [Br:1][c:2]1[cH:3][c:4]2[cH:5][cH:6][nH:7][c:8]2[cH:9][cH:10]1.[CH3:11][N:12]1[CH2:13][CH2:14][C:15](=[O:18])[CH2:16][CH2:17]1.[K+:20].[OH-:19]>>[Br:1][c:2]1[cH:3][c:4]2[c:5]([C:15]3([OH:18])[CH2:14][CH2:13][N:12]([CH3:11])[CH2:17][CH2:16]3)[cH:6][nH:7][c:8]2[cH:9][cH:10]1. Starting materials: C(C)N1C(=NC2=C1C=CC(=C2)C(=O)O)NC=2SC1=C(N2)C=CC(=C1)OC(F)(F)F (1-ethyl-2-(6-trifluoromethoxy-benzothiazol-2-ylamino)-1H-benzoimidazole-5-carboxylic acid), CCN(C(C)C)C(C)C (DIEA), C(C)OCCN (2-ethoxy-ethylamine), C=1C=CC(=CC1)P(=O)(C=2C=CC=CC2)N=[N+]=[N-] (DPPA). Run in CN(C)C=O (DMF). Product: C(C)OCCNC(=O)C1=CC2=C(N(C(=N2)NC=2SC3=C(N2)C=CC(=C3)OC(F)(F)F)CC)C=C1 (1-Ethyl-2-(6-trifluoromethoxy-benzothiazol-2-ylamino)-1H-benzo-imidazole-5-carboxylic acid (2-ethoxy-ethyl)-amide). The yield is 51.4%. Reaction SMILES: [CH2:1]([N:3]1[C:7]2[CH:8]=[CH:9][C:10]([C:12]([OH:14])=O)=[CH:11][C:6]=2[N:5]=[C:4]1[NH:15][C:16]1[S:17][C:18]2[CH:24]=[C:23]([O:25][C:26]([F:29])([F:28])[F:27])[CH:22]=[CH:21][C:19]=2[N:20]=1)[CH3:2].[CH2:30]([O:32][CH2:33][CH2:34][NH2:35])[CH3:31].C1C=CC(P(N=[N+]=[N-])(C2C=CC=CC=2)=O)=CC=1.CCN(C(C)C)C(C)C>CN(C=O)C>[CH2:30]([O:32][CH2:33][CH2:34][NH:35][C:12]([C:10]1[CH:9]=[CH:8][C:7]2[N:3]([CH2:1][CH3:2])[C:4]([NH:15][C:16]3[S:17][C:18]4[CH:24]=[C:23]([O:25][C:26]([F:28])([F:29])[F:27])[CH:22]=[CH:21][C:19]=4[N:20]=3)=[N:5][C:6]=2[CH:11]=1)=[O:14])[CH3:31]. Procedure details: 1-Ethyl-2-(6-trifluoromethoxy-benzothiazol-2-ylamino)-1H-benzo-imidazole-5-carboxylic acid (2-ethoxy-ethyl)-amide (60.0 mg) was prepared by following General Procedure F starting from 1-ethyl-2-(6-trifluoromethoxy-benzothiazol-2-ylamino)-1H-benzoimidazole-5-carboxylic acid (100.0 mg), 2-ethoxy-ethylamine (30.0 mg), DPPA (85.0 mg), and DIEA (0.1 mL) in DMF (1.0 mL). LCMS: m/z 495; and 1H NMR (CD3OD, 400 MHz): δ 7.96 (1H, d), 7.77-7.75 (2H, m), 7.65 (1H, d), 7.43-7.41 (1H, m), 7.26-7.24 (1H, m), 4...